Dataset: the Open Reaction Database (ORD), a public repository of structured organic reaction records. Task: describe an organic reaction: reactants, conditions, products, and yield The reactants are OCCC1=CC2=C(C(OC2)=O)C=C1I (5-(2-hydroxyethyl)-6-iodo-2-benzofuran-1(3H)-one), [Sn](C)(C)(C)C (Sn(CH3)4), C1=CC=C(C=C1)P(C2=CC=CC=C2)C3=CC=CC=C3 (PPh3), CN1CCCC1=O (NMP). The reagents and catalysts are [Cu]I (CuI), C=1C=CC(=CC1)/C=C/C(=O)/C=C/C2=CC=CC=C2.C=1C=CC(=CC1)/C=C/C(=O)/C=C/C2=CC=CC=C2.C=1C=CC(=CC1)/C=C/C(=O)/C=C/C2=CC=CC=C2.[Pd].[Pd] (Pd2(dba)3). Run in [NH4+].[Cl-] (NH4Cl). Reaction conditions: temperature 50 celsius. Yields the product OCCC1=CC2=C(C(OC2)=O)C=C1C (5-(2-hydroxyethyl)-6-methyl-2-benzofuran-1(3H)-one). Reaction SMILES: [OH:1][CH2:2][CH2:3][C:4]1[C:13](I)=[CH:12][C:7]2[C:8](=[O:11])[O:9][CH2:10][C:6]=2[CH:5]=1.[CH:15]1C=CC(P(C2C=CC=CC=2)C2C=CC=CC=2)=CC=1.CN1C(=O)CCC1.[Sn](C)(C)(C)C>[NH4+].[Cl-].C1C=CC(/C=C/C(/C=C/C2C=CC=CC=2)=O)=CC=1.C1C=CC(/C=C/C(/C=C/C2C=CC=CC=2)=O)=CC=1.C1C=CC(/C=C/C(/C=C/C2C=CC=CC=2)=O)=CC=1.[Pd].[Pd].[Cu]I>[OH:1][CH2:2][CH2:3][C:4]1[C:13]([CH3:15])=[CH:12][C:7]2[C:8](=[O:11])[O:9][CH2:10][C:6]=2[CH:5]=1 |f:4.5,6.7.8.9.10|. Procedure details: To a flask charged with 5-(2-hydroxyethyl)-6-iodo-2-benzofuran-1(3H)-one (6.00 g, 19.7 mmol) and a stir bar was added Pd2(dba)3 (452 mg, 0.493 mmol), PPh3 (1 g, 4 mmol) and NMP (50 mL). The mixture was purged with N2 and heated to 50° C. for 10 min, followed by addition of CuI (375 mg, 1.97 mmol). After the mixture was heated for another 10 min, Sn(CH3)4 (5.30 g, 29.6 mmol) was added into the reaction, and it was heated to 120° C. for 2 h. After cooled to room temperature, the mixture was dilute... Reactants: N1C(CS(CC1)(=O)=O)C(=O)OC (Methyl 3-thiomorpholinecarboxylate 1,1-dioxide), C(=O)(OC(C)(C)C)NCC=O (N-boc-2-aminoacetaldehyde), C(C)(=O)O (acetic acid), C(C)(=O)O[BH-](OC(C)=O)OC(C)=O.[Na+] (sodium triacetoxyborohydride), C(=O)(OC(C)(C)C)NCC=O (N-boc-2-aminoacetaldehyde), C(C)(=O)O[BH-](OC(C)=O)OC(C)=O.[Na+] (sodium triacetoxyborohydride). Run in ClCCCl (1,2-dichloroethane). The product is CC(C)(C)OC(=O)NCCN1C(CS(CC1)(=O)=O)C(=O)OC (Methyl 4-[2-({[(1,1-dimethylethyl)oxy]carbonyl}amino)ethyl]-3-thiomorpholinecarboxylate 1,1-dioxide). Yield: 15.7%. RXN SMILES: [NH:1]1[CH2:6][CH2:5][S:4](=[O:8])(=[O:7])[CH2:3][CH:2]1[C:9]([O:11][CH3:12])=[O:10].[C:13]([NH:20][CH2:21][CH:22]=O)([O:15][C:16]([CH3:19])([CH3:18])[CH3:17])=[O:14].C(O)(=O)C.C(O[BH-](OC(=O)C)OC(=O)C)(=O)C.[Na+]>ClCCCl>[CH3:17][C:16]([O:15][C:13]([NH:20][CH2:21][CH2:22][N:1]1[CH2:6][CH2:5][S:4](=[O:7])(=[O:8])[CH2:3][CH:2]1[C:9]([O:11][CH3:12])=[O:10])=[O:14])([CH3:19])[CH3:18] |f:3.4|. Procedure details: To a stirred solution of methyl 3-thiomorpholinecarboxylate 1,1-dioxide (D16; 1.08 g, 5.6 mmol) in 14 ml of anhydrous 1,2-dichloroethane was added N-boc-2-aminoacetaldehyde (1.1 g, 6.7 mmol) and acetic acid (0.316 ml, 5.6 mmol). After 30 min. sodium triacetoxyborohydride (1.78 g, 8.4 mmol) was added and the solution stirred at room temperature. Additional aliquots of N-boc-2-aminoacetaldehyde and sodium triacetoxyborohydride (1.0 g, 4.7 mmol) were added and the reaction continued overnight. The ... Starting materials: C(C1=CC=CC=C1)OC(=O)NCCC(=O)O (N-[(benzyloxy)carbonyl]-beta-alanine), C(C)(C)(C)OC(NCCN)=O (tert-butyl(2-aminoethyl)carbamate), C(CCl)Cl (EDC), C=1C=CC2=C(C1)N=NN2O (HOBt). Solvent: CN(C=O)C (dimethylformamide). Run at time 12 hour. Yields the product C(C1=CC=CC=C1)OC(NCCC(=O)NCCNC(=O)OC(C)(C)C)=O (Benzyl[3-({2-[(tert-butoxycarbonyl)amino]ethyl}amino)-3-oxopropyl]carbamate). RXN SMILES: [CH2:1]([O:8][C:9]([NH:11][CH2:12][CH2:13][C:14]([OH:16])=O)=[O:10])[C:2]1[CH:7]=[CH:6][CH:5]=[CH:4][CH:3]=1.[C:17]([O:21][C:22](=[O:27])[NH:23][CH2:24][CH2:25][NH2:26])([CH3:20])([CH3:19])[CH3:18].C(Cl)CCl.C1C=CC2N(O)N=NC=2C=1>CN(C)C=O>[CH2:1]([O:8][C:9](=[O:10])[NH:11][CH2:12][CH2:13][C:14]([NH:26][CH2:25][CH2:24][NH:23][C:22]([O:21][C:17]([CH3:20])([CH3:19])[CH3:18])=[O:27])=[O:16])[C:2]1[CH:3]=[CH:4][CH:5]=[CH:6][CH:7]=1. Procedure: Under argon, 0.20 g (0.90 mmol) of N-[(benzyloxy)carbonyl]-beta-alanine and 0.187 g (1.17 mmol) of tert-butyl(2-aminoethyl)carbamate are dissolved in 6 ml of dimethylformamide. Then, at 0° C. (ice bath), 0.223 g (1.17 mmol) of EDC and 0.036 g (0.27 mmol) of HOBt are added. The mixture is slowly warmed to RT and stirred at RT for 12 h. The solution is concentrated in vacuo and the residue is taken up with ethyl acetate. The organic phase is washed successively with saturated sodium bicarbonate an... The reactants are C(C)N1C(N(CC=2C1=NC(=NC2)S(=O)C)C2=C(C(=CC(=C2)OC)OC)F)=O (1-ethyl-3-(2-fluoro-3,5-dimethoxy-phenyl)-7-methanesulfinyl-3,4-dihydro-1H-pyrimido[4,5-d]pyrimidin-2-one), NCCOCCO (2-(2-amino-ethoxy)-ethanol). Yields the product C(C)N1C(N(CC=2C1=NC(=NC2)NCCOCCO)C2=C(C(=CC(=C2)OC)OC)F)=O (1-Ethyl-3-(2-fluoro-3,5-dimethoxy-phenyl)-7-[2-(2-hydroxy-ethoxy)-ethylamino]-3,4-dihydro-1H-pyrimido[4,5-d]pyrimidin-2-one). Reaction SMILES: [CH2:1]([N:3]1[C:8]2=[N:9][C:10](S(C)=O)=[N:11][CH:12]=[C:7]2[CH2:6][N:5]([C:16]2[CH:21]=[C:20]([O:22][CH3:23])[CH:19]=[C:18]([O:24][CH3:25])[C:17]=2[F:26])[C:4]1=[O:27])[CH3:2].[NH2:28][CH2:29][CH2:30][O:31][CH2:32][CH2:33][OH:34]>>[CH2:1]([N:3]1[C:8]2=[N:9][C:10]([NH:28][CH2:29][CH2:30][O:31][CH2:32][CH2:33][OH:34])=[N:11][CH:12]=[C:7]2[CH2:6][N:5]([C:16]2[CH:21]=[C:20]([O:22][CH3:23])[CH:19]=[C:18]([O:24][CH3:25])[C:17]=2[F:26])[C:4]1=[O:27])[CH3:2]. Reported procedure: 1-Ethyl-3-(2-fluoro-3,5-dimethoxy-phenyl)-7-[2-(2-hydroxy-ethoxy)-ethylamino]-3,4-dihydro-1H-pyrimido[4,5-d]pyrimidin-2-one was prepared as in Example 2 using 0.350 g (0.887 mmol) 1-ethyl-3-(2-fluoro-3,5-dimethoxy-phenyl)-7-methanesulfinyl-3,4-dihydro-1H-pyrimido[4,5-d]pyrimidin-2-one and 0.267 mL (2.66 mmol) 2-(2-amino-ethoxy)-ethanol. The final product was purified by column chromatography (20:1 dichloromethane/methanol). This gave 0.331 g (86%) of 1-ethyl-3-(2-fluoro-3,5-dimethoxy-phenyl)-7-[... The reactants are [Li]CCCC, CC(C)(C)OC(=O)C1CC1, CC(C)NC(C)C, [Cl-], ICI, [NH4+], C1CCOC1. Yields the product CC(C)(C)OC(=O)C1(CI)CC1. RXN SMILES: [CH2:8]([Li:9])[CH2:10][CH2:11][CH3:12].[CH:13]1([C:16](=[O:17])[O:18][C:19]([CH3:20])([CH3:21])[CH3:22])[CH2:14][CH2:15]1.[CH:1]([NH:2][CH:3]([CH3:4])[CH3:5])([CH3:6])[CH3:7].[Cl-:26].[I:23][CH2:24][I:25].[NH4+:27].[O:28]1[CH2:29][CH2:30][CH2:31][CH2:32]1>>[C:13]1([C:16](=[O:17])[O:18][C:19]([CH3:20])([CH3:21])[CH3:22])([CH2:24][I:23])[CH2:14][CH2:15]1.